describe an organic reaction: reactants, conditions, products, and yield From a dataset of the Open Reaction Database (ORD), a public repository of structured organic reaction records. Procedure details: A solution of 360 mg of [2-amino-4-[6-(allyl-methyl-amino)-hexyloxy]-phenyl]-(4-bromo-phenyl)-methanone in 1.6 ml of acetic acid is treated with 0.01 ml of H2SO4 and 0.4 ml of acetone and boiled at 95° C. for 21 hrs., with a further 0.4 ml of acetone being added after 6 hrs. At 0° C. the reaction is poured into an ice-cold solution of 1.2 ml of 25% ammonium hydroxide solution in 3.5 ml of water and the mixture is subsequently extracted with methylene chloride. After drying the organic phase is e... As a reaction SMILES: [NH2:1][C:2]1[CH:7]=[C:6]([O:8][CH2:9][CH2:10][CH2:11][CH2:12][CH2:13][CH2:14][N:15]([CH2:17][CH:18]=[CH2:19])[CH3:16])[CH:5]=[CH:4][C:3]=1[C:20]([C:22]1[CH:27]=[CH:26][C:25]([Br:28])=[CH:24][CH:23]=1)=O.OS(O)(=O)=O.[CH3:34][C:35]([CH3:37])=O.[OH-].[NH4+]>C(O)(=O)C.O>[CH2:17]([N:15]([CH2:14][CH2:13][CH2:12][CH2:11][CH2:10][CH2:9][O:8][C:6]1[CH:7]=[C:2]2[C:3]([C:20]([C:22]3[CH:27]=[CH:26][C:25]([Br:28])=[CH:24][CH:23]=3)=[CH:34][C:35]([CH3:37])=[N:1]2)=[CH:4][CH:5]=1)[CH3:16])[CH:18]=[CH2:19] |f:3.4|. Product: C(C=C)N(C)CCCCCCOC1=CC=C2C(=CC(=NC2=C1)C)C1=CC=C(C=C1)Br (Allyl-[6-[4-(4-bromo-phenyl)-2-methyl-quinolin-7-yloxy]-hexyl]-methyl-amine). Run in O (water), C(C)(=O)O (acetic acid). Starting materials: ice, [OH-].[NH4+] (ammonium hydroxide), NC1=C(C=CC(=C1)OCCCCCCN(C)CC=C)C(=O)C1=CC=C(C=C1)Br ([2-amino-4-[6-(allyl-methyl-amino)-hexyloxy]-phenyl]-(4-bromo-phenyl)-methanone), OS(=O)(=O)O (H2SO4), CC(=O)C (acetone), CC(=O)C (acetone). The reactants are N1CCCC1 (pyrrolidine), C(C)(=O)O (acetic acid), C(C)(=O)O[BH-](OC(C)=O)OC(C)=O.[Na+] (sodium triacetoxyborohydride), OC1=C2CNC(C2=C(C=C1OC)C=1N(C2=CC=C(C=C2C1)C=O)C(=O)OC(C)(C)C)=O (4-hydroxy-5-methoxy-7-[1-(tert-butoxycarbonyl)-5-formylindol-2-yl]isoindolinone). Solvent: C(C)#N (acetonitrile). Yields the product OC1=C2CNC(C2=C(C=C1OC)C=1N(C2=CC=C(C=C2C1)CN1CCCC1)C(=O)OC(C)(C)C)=O (4-hydroxy-5-methoxy-7-[1-(tert-butoxycarbonyl)-5-(pyrrolidin-1-ylmethyl)indol-2-yl]isoindolinone). Isolated yield 30.3%. RXN SMILES: [OH:1][C:2]1[C:10]([O:11][CH3:12])=[CH:9][C:8]([C:13]2[N:14]([C:24]([O:26][C:27]([CH3:30])([CH3:29])[CH3:28])=[O:25])[C:15]3[C:20]([CH:21]=2)=[CH:19][C:18]([CH:22]=O)=[CH:17][CH:16]=3)=[C:7]2[C:3]=1[CH2:4][NH:5][C:6]2=[O:31].[NH:32]1[CH2:36][CH2:35][CH2:34][CH2:33]1.C(O)(=O)C.C(O[BH-](OC(=O)C)OC(=O)C)(=O)C.[Na+]>C(#N)C>[OH:1][C:2]1[C:10]([O:11][CH3:12])=[CH:9][C:8]([C:13]2[N:14]([C:24]([O:26][C:27]([CH3:30])([CH3:28])[CH3:29])=[O:25])[C:15]3[C:20]([CH:21]=2)=[CH:19][C:18]([CH2:22][N:32]2[CH2:36][CH2:35][CH2:34][CH2:33]2)=[CH:17][CH:16]=3)=[C:7]2[C:3]=1[CH2:4][NH:5][C:6]2=[O:31] |f:3.4|. Reported procedure: In a similar manner to Step 2 of Example 6, 4-hydroxy-5-methoxy-7-[1-(tert-butoxycarbonyl)-5-formylindol-2-yl]isoindolinone (0.582 g, 1.38 mmol) was dissolved in acetonitrile (15.0 mL), and the solution was treated with pyrrolidine (2.30 mL, 27.8 mmol), acetic acid (1.60 mL, 27.8 mmol) and sodium triacetoxyborohydride (0.876 g, 4.13 mmol), followed by purification by flash column chromatography (chloroform/methanol=85/15) to obtain 4-hydroxy-5-methoxy-7-[1-(tert-butoxycarbonyl)-5-(pyrrolidin-1-y... Reactants: CC(C(=O)[O-])OC1=CC=C(C=C1)OCCNCC(COC1=CC=CC=C1)O ((-)-Methyl-4-[2-(2-hydroxy-3-phenoxypropylamino)ethoxy]phenoxyacetate), COCCN (2-methoxyethylamine), CCOCC (ether), Cl (hydrogen chloride). Solvent: ClCCl (dichloromethane). The product is Cl.O[C@@H](CNCCOC1=CC=C(OCC(=O)NCCOC)C=C1)COC1=CC=CC=C1 ((S)-4-[2-(2-hydroxy-3-phenoxypropylamino)ethoxy]-N-(2-methoxyethyl)phenoxyacetamide hydrochloride). As a reaction SMILES: C[CH:2]([O:6][C:7]1[CH:12]=[CH:11][C:10]([O:13][CH2:14][CH2:15][NH:16][CH2:17][CH:18]([OH:27])[CH2:19][O:20][C:21]2[CH:26]=[CH:25][CH:24]=[CH:23][CH:22]=2)=[CH:9][CH:8]=1)[C:3]([O-:5])=O.[CH3:28][O:29][CH2:30][CH2:31][NH2:32].CCOCC.[ClH:38]>ClCCl>[ClH:38].[OH:27][C@H:18]([CH2:19][O:20][C:21]1[CH:26]=[CH:25][CH:24]=[CH:23][CH:22]=1)[CH2:17][NH:16][CH2:15][CH2:14][O:13][C:10]1[CH:11]=[CH:12][C:7]([O:6][CH2:2][C:3]([NH:32][CH2:31][CH2:30][O:29][CH3:28])=[O:5])=[CH:8][CH:9]=1 |f:5.6|. Reported procedure: (-)-Methyl-4-[2-(2-hydroxy-3-phenoxypropylamino)ethoxy]phenoxyacetate (44.0 g) (the same starting material as in Example 2) and 2-methoxyethylamine (30 ml) were heated together on a steam-bath for 24 hours. The mixture was cooled and evaporated under reduced pressure to give an oily residue. This was dissolved in dichloromethane (200 ml) and treated with a solution of ether saturated with hydrogen chloride. The solvent was evaporated and the residual solid crystallised from a mixture of methanol... The reactants are C(C)(C)(C)C1=C(N)C=CC=C1 (2-tert-butylaniline), C1(=CC=CC=C1)C(N1CC(C1)CS(=O)(=O)[O-])C1=CC=CC=C1 (1-(diphenylmethyl)-3-azetidinylmethanesulfonate). Run in C1(=CC=CC=C1)C (toluene). Reaction conditions: temperature 100 celsius. Yields the product C(C1=CC=CC=C1)(C1=CC=CC=C1)N1CC(C1)NC1=C(C=CC=C1)C(C)(C)C (1-benzhydryl-N-(2-tert-butylphenyl)azetidin-3-amine). Yield: 58.8%. As a reaction SMILES: [C:1]([C:5]1[CH:11]=[CH:10][CH:9]=[CH:8][C:6]=1[NH2:7])([CH3:4])([CH3:3])[CH3:2].[C:12]1([CH:18]([C:28]2[CH:33]=[CH:32][CH:31]=[CH:30][CH:29]=2)[N:19]2[CH2:22][CH:21](CS([O-])(=O)=O)[CH2:20]2)[CH:17]=[CH:16][CH:15]=[CH:14][CH:13]=1>C1(C)C=CC=CC=1>[CH:18]([N:19]1[CH2:22][CH:21]([NH:7][C:6]2[CH:8]=[CH:9][CH:10]=[CH:11][C:5]=2[C:1]([CH3:4])([CH3:2])[CH3:3])[CH2:20]1)([C:28]1[CH:29]=[CH:30][CH:31]=[CH:32][CH:33]=1)[C:12]1[CH:13]=[CH:14][CH:15]=[CH:16][CH:17]=1. Reported procedure: A mixture of 2-tert-butylaniline (0.50 g, 3.35 mmol) and 1-(diphenylmethyl)-3-azetidinylmethanesulfonate (1.60 g, 5.03 mmol) was heated at 100° C. for 15 min. After this toluene (5.0 ml) was added to the resulting yellow solid, the reaction mixture was cooled to room temperature, partitioned between THF and water and separated. The organic layer was washed with saturated sodium chloride, dried (Na2SO4), filtered and concentrated under reduced pressure. The residue was purified by flash column ch... Reactants: CN(C)c1ccccc1, CCOC(C)=O, O=C(Cl)OCc1ccccc1, CN1CCN(c2ccc(N)cc2F)CC1=O, CN(C)C=O. Yields the product CN1CCN(c2ccc(NC(=O)OCc3ccccc3)cc2F)CC1=O. Reaction SMILES: [CH3:17][N:18]([c:19]1[cH:20][cH:21][cH:22][cH:23][cH:24]1)[CH3:25].[CH3:42][CH2:43][O:44][C:45](=[O:46])[CH3:47].[Cl:26][C:27](=[O:28])[O:29][CH2:30][c:31]1[cH:32][cH:33][cH:34][cH:35][cH:36]1.[NH2:1][c:2]1[cH:3][cH:4][c:5]([N:9]2[CH2:10][C:11](=[O:16])[N:12]([CH3:15])[CH2:13][CH2:14]2)[c:6]([F:8])[cH:7]1.[O:37]=[CH:38][N:39]([CH3:40])[CH3:41]>>[NH:1]([c:2]1[cH:3][cH:4][c:5]([N:9]2[CH2:10][C:11](=[O:16])[N:12]([CH3:15])[CH2:13][CH2:14]2)[c:6]([F:8])[cH:7]1)[C:27](=[O:28])[O:29][CH2:30][c:31]1[cH:32][cH:33][cH:34][cH:35][cH:36]1. Reactants: Brc1ccc(Br)nc1, CN1CCCC1=O, [H-], [Na+], [Na+], [OH-], O, O=C1CCCN1CCO. Product: O=C1CCCN1CCOc1ccc(Br)cn1. As a reaction SMILES: [Br:12][c:13]1[n:14][cH:15][c:16]([Br:19])[cH:17][cH:18]1.[CH3:22][N:23]1[CH2:24][CH2:25][CH2:26][C:27]1=[O:28].[H-:10].[Na+:11].[Na+:21].[OH-:20].[OH2:29].[OH:1][CH2:2][CH2:3][N:4]1[C:5](=[O:9])[CH2:6][CH2:7][CH2:8]1>>[O:1]([CH2:2][CH2:3][N:4]1[C:5](=[O:9])[CH2:6][CH2:7][CH2:8]1)[c:13]1[n:14][cH:15][c:16]([Br:19])[cH:17][cH:18]1. Starting materials: O=C1C2CC3(CO3)CC2CN1c1ccc(OC(F)(F)F)cc1, Nc1ccccc1, O. Reaction SMILES: [F:1][C:2]([O:3][c:4]1[cH:5][cH:6][c:7]([N:10]2[C:11](=[O:20])[CH:12]3[CH:13]([CH2:14]2)[CH2:15][C:16]2([CH2:17]3)[O:18][CH2:19]2)[cH:8][cH:9]1)([F:21])[F:22].[NH2:23][c:24]1[cH:25][cH:26][cH:27][cH:28][cH:29]1.[OH2:30]>>[F:1][C:2]([O:3][c:4]1[cH:5][cH:6][c:7]([N:10]2[C:11](=[O:20])[CH:12]3[CH:13]([CH2:14]2)[CH2:15][C:16]([OH:18])([CH2:19][NH:23][c:24]2[cH:25][cH:26][cH:27][cH:28][cH:29]2)[CH2:17]3)[cH:8][cH:9]1)([F:21])[F:22]. The product is O=C1C2CC(O)(CNc3ccccc3)CC2CN1c1ccc(OC(F)(F)F)cc1.